Dataset: the Open Reaction Database (ORD), a public repository of structured organic reaction records. Task: describe an organic reaction: reactants, conditions, products, and yield Starting materials: CN(C)CCCl, CN(C)C=O, Cl, [H-], [Na+], O, Cn1c2cc3ccccc3cc2c(=O)c2c(O)cc3c(c21)C=CC(C)(C)O3. Product: CN(C)CCOc1cc2c(c3c1c(=O)c1cc4ccccc4cc1n3C)C=CC(C)(C)O2. As a reaction SMILES: [CH3:31][N:32]([CH2:33][CH2:34][Cl:35])[CH3:36].[CH3:38][N:39]([CH3:40])[CH:41]=[O:42].[ClH:30].[H-:28].[Na+:29].[OH2:37].[OH:1][c:2]1[cH:3][c:4]2[c:5]([c:6]3[n:7]([CH3:21])[c:8]4[cH:9][c:10]5[c:11]([cH:12][c:13]4[c:14](=[O:16])[c:15]13)[cH:17][cH:18][cH:19][cH:20]5)[CH:22]=[CH:23][C:24]([CH3:26])([CH3:27])[O:25]2>>[O:1]([c:2]1[cH:3][c:4]2[c:5]([c:6]3[n:7]([CH3:21])[c:8]4[cH:9][c:10]5[c:11]([cH:12][c:13]4[c:14](=[O:16])[c:15]13)[cH:17][cH:18][cH:19][cH:20]5)[CH:22]=[CH:23][C:24]([CH3:26])([CH3:27])[O:25]2)[CH2:34][CH2:33][N:32]([CH3:31])[CH3:36]. Starting materials: COc1ncccc1CN1CCC(CC(=O)c2cccs2)CC1, CCO, O=S(Cl)Cl. The product is O=C(CC1CCN(Cc2ccc[nH]c2=O)CC1)c1cccs1. RXN SMILES: [CH3:1][O:2][c:3]1[n:4][cH:5][cH:6][cH:7][c:8]1[CH2:9][N:10]1[CH2:11][CH2:12][CH:13]([CH2:16][C:17]([c:18]2[s:19][cH:20][cH:21][cH:22]2)=[O:23])[CH2:14][CH2:15]1.[CH3:28][CH2:29][OH:30].[S:24]([Cl:25])([Cl:26])=[O:27]>>[O:2]=[c:3]1[nH:4][cH:5][cH:6][cH:7][c:8]1[CH2:9][N:10]1[CH2:11][CH2:12][CH:13]([CH2:16][C:17]([c:18]2[s:19][cH:20][cH:21][cH:22]2)=[O:23])[CH2:14][CH2:15]1. Yields the product C1(=CC=CC=C1)S(=O)(=O)CCC(C(=O)O)C(CCCCC1=CC=CC=C1)SC1=CC(=C(C=C1)OC)OC ((-)-2-(2-benzenesulfonylethyl)-3-(3,4-dimethoxyphenyl-sulfanyl)-7-phenylheptanoic acid). Run in CN(C)C=O (DMF), CN(C)C=O (DMF), C(C)OCC (diethyl ether). As a reaction SMILES: C(=O)([O-])[O-].[Cs+].[Cs+].[CH3:7][O:8][C:9]1[CH:10]=[C:11]([SH:17])[CH:12]=[CH:13][C:14]=1[O:15][CH3:16].[C:18]1([S:24]([CH2:27][CH2:28][CH:29]2[CH:32]([CH2:33][CH2:34][CH2:35][CH2:36][C:37]3[CH:42]=[CH:41][CH:40]=[CH:39][CH:38]=3)[O:31][C:30]2=[O:43])(=[O:26])=[O:25])[CH:23]=[CH:22][CH:21]=[CH:20][CH:19]=1>CN(C=O)C.C(OCC)C>[C:18]1([S:24]([CH2:27][CH2:28][CH:29]([CH:32]([S:17][C:11]2[CH:12]=[CH:13][C:14]([O:15][CH3:16])=[C:9]([O:8][CH3:7])[CH:10]=2)[CH2:33][CH2:34][CH2:35][CH2:36][C:37]2[CH:38]=[CH:39][CH:40]=[CH:41][CH:42]=2)[C:30]([OH:43])=[O:31])(=[O:26])=[O:25])[CH:19]=[CH:20][CH:21]=[CH:22][CH:23]=1 |f:0.1.2|. The reactants are C1(=CC=CC=C1)S(=O)(=O)CCC1C(OC1CCCCC1=CC=CC=C1)=O ((-)-3-(2-benzenesulfonylethyl)-4-(4-phenylbutyl)-oxetan-2-one), COC=1C=C(C=CC1OC)S (3,4-dimethoxythiophenol), C([O-])([O-])=O.[Cs+].[Cs+] (cesium carbonate). Yield: 78.4%. Reported procedure: To a vigorously stirring suspension of cesium carbonate (0.88 g, 2.69 mmol) in anhydrous DMF (10 mL) under a nitrogen atmosphere is added 3,4-dimethoxythiophenol (0.45 g, 2.69 mmol) in a dropwise fashion. The white heterogeneous mixture is stirred for 15 minutes then a solution containing (-)-3-(2-benzenesulfonylethyl)-4-(4-phenylbutyl)-oxetan-2-one (0.50 g, 1.34 mmol) in anhydrous DMF (4 mL) is added. The pale yellow heterogeneous mixture is stirred at room temperature for 2.5 hours then partit... Reactants: ClCCl (dichloromethane), C1(CC1)NC(C1=CC(=C(C(=C1)F)C)C=1C=C2C(=CN(C(C2=CC1)=O)CC1CC1)C=O)=O (N-Cyclopropyl-3-(2-(cyclopropylmethyl)-4-formyl-1-oxo-1,2-dihydroisoquinolin-6-yl)-5-fluoro-4-methylbenzamide), N1(CCNCC1)C(=O)OC(C)(C)C (piperazine-1-carboxylic acid, tert-butyl ester), ClCCl (dichloromethane), C(C)(=O)O[BH-](OC(C)=O)OC(C)=O.[Na+] (sodium triacetoxyborohydride). Conditions: time 24 hour. Product: Cl.Cl.C1(CC1)NC(C1=CC(=C(C(=C1)F)C)C=1C=C2C(=CN(C(C2=CC1)=O)CC1CC1)CN1CCNCC1)=O (N-Cyclopropyl-3-(2-(cyclopropylmethyl)-1-oxo-4-(piperazin-1-ylmethyl)-1,2-dihydroisoquinolin-6-yl)-5-fluoro-4-methylbenzamide, dihydrochloride). Reaction SMILES: [CH:1]1([NH:4][C:5](=[O:31])[C:6]2[CH:11]=[C:10]([F:12])[C:9]([CH3:13])=[C:8]([C:14]3[CH:15]=[C:16]4[C:21](=[CH:22][CH:23]=3)[C:20](=[O:24])[N:19]([CH2:25][CH:26]3[CH2:28][CH2:27]3)[CH:18]=[C:17]4[CH:29]=O)[CH:7]=2)[CH2:3][CH2:2]1.[N:32]1(C(OC(C)(C)C)=O)[CH2:37][CH2:36][NH:35][CH2:34][CH2:33]1.C(O[BH-](OC(=O)C)OC(=O)C)(=O)C.[Na+].[Cl:59]CCl>>[ClH:59].[ClH:59].[CH:1]1([NH:4][C:5](=[O:31])[C:6]2[CH:11]=[C:10]([F:12])[C:9]([CH3:13])=[C:8]([C:14]3[CH:15]=[C:16]4[C:21](=[CH:22][CH:23]=3)[C:20](=[O:24])[N:19]([CH2:25][CH:26]3[CH2:28][CH2:27]3)[CH:18]=[C:17]4[CH2:29][N:32]3[CH2:37][CH2:36][NH:35][CH2:34][CH2:33]3)[CH:7]=2)[CH2:3][CH2:2]1 |f:2.3,5.6.7|. Procedure details: To a solution of the product of Example 75 step i) (400 mg) in dichloromethane (20 mL) was added piperazine-1-carboxylic acid, tert-butyl ester (534 mg) and the mixture stirred at room temperature for 10 minutes before the addition of sodium triacetoxyborohydride (608 mg). After stirring at room temperature for a further 24 hours the reaction mixture was diluted with dichloromethane and washed with water. The organic phase was then evaporated to dryness and the residue treated with 4M HCl in 1,4...